From a dataset of the Open Reaction Database (ORD), a public repository of structured organic reaction records. describe an organic reaction: reactants, conditions, products, and yield Starting materials: CCCCCCCCCCBr, O=C([O-])[O-], CC(=O)CC(C)C, [K+], [K+], N#Cc1ccc(-c2ccc(O)cc2)cc1. Yields the product CCCCCCCCCCOc1ccc(-c2ccc(C#N)cc2)cc1. RXN SMILES: [Br:16][CH2:17][CH2:18][CH2:19][CH2:20][CH2:21][CH2:22][CH2:23][CH2:24][CH2:25][CH3:26].[C:27](=[O:28])([O-:29])[O-:30].[CH2:33]([C:34]([CH3:35])=[O:36])[CH:37]([CH3:38])[CH3:39].[K+:31].[K+:32].[OH:1][c:2]1[cH:3][cH:4][c:5](-[c:8]2[cH:9][cH:10][c:11]([C:14]#[N:15])[cH:12][cH:13]2)[cH:6][cH:7]1>>[O:1]([c:2]1[cH:3][cH:4][c:5](-[c:8]2[cH:9][cH:10][c:11]([C:14]#[N:15])[cH:12][cH:13]2)[cH:6][cH:7]1)[CH2:17][CH2:18][CH2:19][CH2:20][CH2:21][CH2:22][CH2:23][CH2:24][CH2:25][CH3:26]. Reactants: N(C(=O)C)C1=CC=C(C=C1)O (p-Acetaminophenol), [OH-].[Na+] (sodium hydroxide), C(=O)=O (CO2). Run at temperature 180 celsius. Product: NC1=CC=C(C(C(=O)O)=C1)O (5-aminosalicylic acid). Isolated yield 75.0%. Reaction SMILES: [NH:1]([C:5]1[CH:10]=[CH:9][C:8]([OH:11])=[CH:7][CH:6]=1)C(C)=O.[OH-].[Na+].[C:14](=[O:16])=[O:15]>>[NH2:1][C:5]1[CH:6]=[C:7]([C:14]([OH:16])=[O:15])[C:8]([OH:11])=[CH:9][CH:10]=1 |f:1.2|. Procedure details: p-Acetaminophenol 15 g, sodium hydroxide 37.5 g, and Y-type molecular sieve 15 g were added into a 500 ml autoclave, and CO2 was introduced to perform a carboxylation reaction under a reaction pressure of 2.0 MPa and heated to 180° C., maintained for 3 hours, then the reaction was terminated, cooled to 80° C., and 1500 ml distilled water was added to dissolve sodium 5-aminosalicylate. After decolorization, the aqueous phase was acidified with 20˜30% of hydrochloric acid until pH=4, cooled and th... The reactants are NC=1C=C2C(=NC1)N=C(O2)C=2C=C(C=CC2Cl)NC(=O)N2CCCC2 (N-(3-[6-amino-[1,3]oxazolo[4,5-b]pyridin-2-yl]-4-chlorophenyl)pyrrolidine-1-carboxamide), ClC(=O)OC(C)C (propan-2-yl chloroformate), N1=CC=CC=C1 (pyridine). Solvent: COCCOC (ethylene glycol dimethyl ether). Reaction conditions: time 8 hour. Yields the product C(C)(C)OC(NC=1C=C2C(=NC1)N=C(O2)C2=C(C=CC(=C2)NC(=O)N2CCCC2)Cl)=O (isopropyl(2-(2-chloro-5-(pyrrolidine-1-carboxamido)phenyl)oxazolo[4,5-b]pyridin-6-yl)carbamate). Reaction SMILES: [NH2:1][C:2]1[CH:3]=[C:4]2[O:10][C:9]([C:11]3[CH:12]=[C:13]([NH:18][C:19]([N:21]4[CH2:25][CH2:24][CH2:23][CH2:22]4)=[O:20])[CH:14]=[CH:15][C:16]=3[Cl:17])=[N:8][C:5]2=[N:6][CH:7]=1.Cl[C:27]([O:29][CH:30]([CH3:32])[CH3:31])=[O:28].N1C=CC=CC=1>COCCOC>[CH:30]([O:29][C:27](=[O:28])[NH:1][C:2]1[CH:3]=[C:4]2[O:10][C:9]([C:11]3[CH:12]=[C:13]([NH:18][C:19]([N:21]4[CH2:25][CH2:24][CH2:23][CH2:22]4)=[O:20])[CH:14]=[CH:15][C:16]=3[Cl:17])=[N:8][C:5]2=[N:6][CH:7]=1)([CH3:32])[CH3:31]. Reported procedure: Into a 50-mL round-bottom flask, was placed a solution of N-(3-[6-amino-[1,3]oxazolo[4,5-b]pyridin-2-yl]-4-chlorophenyl)pyrrolidine-1-carboxamide (100 mg, 0.28 mmol, 1.00 equiv), propan-2-yl chloroformate (68.3 mg, 0.56 mmol, 1.99 equiv), pyridine (111 mg, 1.40 mmol, 5.02 equiv) in ethylene glycol dimethyl ether (15 mL). The resulting solution was stirred overnight at room temperature. The resulting mixture was concentrated under vacuum. The residue was applied onto a silica gel column with dich... Reaction SMILES: C([O:3][CH:4](OCC)[C:5]1[CH:10]=[CH:9][C:8]([C@H:11]2[CH2:28][C@@:26]3([CH3:27])[C@@H:22]([CH2:23][C@H:24]4[CH2:29][C@:25]43[O:30][CH3:31])[C@H:21]3[C:12]2=[C:13]2[C@@:18](O)([CH2:19][CH2:20]3)[CH2:17][C:16]3(OCC[O:33]3)[CH2:15][CH2:14]2)=[CH:7][CH:6]=1)C.O>C(O)(=O)C>[CH:4]([C:5]1[CH:6]=[CH:7][C:8]([C@H:11]2[CH2:28][C@@:26]3([CH3:27])[C@@H:22]([CH2:23][C@H:24]4[CH2:29][C@:25]43[O:30][CH3:31])[C@H:21]3[C:12]2=[C:13]2[C:18]([CH2:19][CH2:20]3)=[CH:17][C:16](=[O:33])[CH2:15][CH2:14]2)=[CH:9][CH:10]=1)=[O:3]. Yields the product C(=O)C1=CC=C(C=C1)[C@@H]1C2=C3CCC(C=C3CC[C@H]2[C@@H]2C[C@@H]3[C@]([C@@]2(C)C1)(C3)OC)=O (11beta-(4-formylphenyl)-17beta-methoxy-16alpha,17alpha-methylene-estra-4,9-dien-3-one). Run in C(C)(=O)O (acetic acid). Starting materials: C(C)OC(C1=CC=C(C=C1)[C@@H]1C2=C3CCC4(C[C@@]3(CC[C@H]2[C@@H]2C[C@@H]3[C@]([C@@]2(C)C1)(C3)OC)O)OCCO4)OCC (11beta-(4-(diethoxymethyl)-phenyl)-3,3-ethylenedioxy-17beta-methoxy-16alpha,17alpha-methylene-estr-9-en-5alpha-ol), O (water). Procedure details: 0.6 g of 11beta-(4-(diethoxymethyl)-phenyl)-3,3-ethylenedioxy-17beta-methoxy-16alpha,17alpha-methylene-estr-9-en-5alpha-ol is dissolved in 10 ml of 70% aqueous acetic acid and heated on the water bath for about 2 hours at 70° C. Then, the steroid is precipitated by adding water and some ammonia. The isolated crude product is flash chromatographed with benzene/ethyl acetate (10:1) on neutral aluminum oxide. 0.41 g of the target compound, which can be crystallized from ether or acetonitrile, is ob... Starting materials: C=CCN1CC2CC(C1)c1cccc(OC)c1C2=O, ClCCl, [Na+], O=C([O-])O. Product: C=CCN1CC2CC(C1)c1cccc(O)c1C2=O. RXN SMILES: [CH2:1]([CH:2]=[CH2:3])[N:4]1[CH2:5][CH:6]2[C:7](=[O:19])[c:8]3[c:9]([O:17][CH3:18])[cH:10][cH:11][cH:12][c:13]3[CH:14]([CH2:15]1)[CH2:16]2.[Cl:25][CH2:26][Cl:27].[Na+:24].[O-:20][C:21]([OH:22])=[O:23]>>[CH2:1]([CH:2]=[CH2:3])[N:4]1[CH2:5][CH:6]2[C:7](=[O:19])[c:8]3[c:9]([OH:17])[cH:10][cH:11][cH:12][c:13]3[CH:14]([CH2:15]1)[CH2:16]2. The reactants are Cc1ccccc1, OC1CCOc2cc(F)cc(F)c21, CC(C)OC(=O)N=NC(=O)OC(C)C, Cc1ccc(S(=O)(=O)n2c(C)nc3c(O)cc(C(=O)N(C)C)cc32)cc1, c1ccc(P(c2ccccc2)c2ccccc2)cc1, O=P(c1ccccc1)(c1ccccc1)c1ccccc1. Product: Cc1ccc(S(=O)(=O)n2c(C)nc3c(OC4CCOc5cc(F)cc(F)c54)cc(C(=O)N(C)C)cc32)cc1. RXN SMILES: [CH3:93][c:94]1[cH:95][cH:96][cH:97][cH:98][cH:99]1.[F:27][c:28]1[c:29]2[c:34]([cH:35][c:36]([F:38])[cH:37]1)[O:33][CH2:32][CH2:31][CH:30]2[OH:39].[O:59]=[C:60]([O:61][CH:62]([CH3:63])[CH3:64])[N:65]=[N:66][C:67]([O:68][CH:69]([CH3:70])[CH3:71])=[O:72].[OH:1][c:2]1[cH:3][c:4]([C:22](=[O:23])[N:24]([CH3:25])[CH3:26])[cH:5][c:6]2[n:7]([S:12](=[O:13])(=[O:14])[c:15]3[cH:16][cH:17][c:18]([CH3:21])[cH:19][cH:20]3)[c:8]([CH3:11])[n:9][c:10]12.[c:40]1([P:41]([c:42]2[cH:43][cH:44][cH:45][cH:46][cH:47]2)[c:48]2[cH:49][cH:50][cH:51][cH:52][cH:53]2)[cH:54][cH:55][cH:56][cH:57][cH:58]1.[c:73]1([P:74](=[O:75])([c:76]2[cH:77][cH:78][cH:79][cH:80][cH:81]2)[c:82]2[cH:83][cH:84][cH:85][cH:86][cH:87]2)[cH:88][cH:89][cH:90][cH:91][cH:92]1>>[O:1]([c:2]1[cH:3][c:4]([C:22](=[O:23])[N:24]([CH3:25])[CH3:26])[cH:5][c:6]2[n:7]([S:12](=[O:13])(=[O:14])[c:15]3[cH:16][cH:17][c:18]([CH3:21])[cH:19][cH:20]3)[c:8]([CH3:11])[n:9][c:10]12)[CH:30]1[c:29]2[c:28]([F:27])[cH:37][c:36]([F:38])[cH:35][c:34]2[O:33][CH2:32][CH2:31]1. The product is C(C)OC(NN=CC=1N=C(NC1C)C)=O (3-[(2,5-Dimethyl-4-imidazolyl)methylene]carbazic acid ethyl ester). The reactants are CC=1NC(=C(N1)C=O)C (2,5-dimethyl-4-imidazolecarboxaldehyde), C(NN)(=O)OCC (ethyl carbazate). Reaction SMILES: [CH3:1][C:2]1[NH:3][C:4]([CH3:9])=[C:5]([CH:7]=O)[N:6]=1.[C:10]([O:14][CH2:15][CH3:16])(=[O:13])[NH:11][NH2:12]>>[CH2:15]([O:14][C:10](=[O:13])[NH:11][N:12]=[CH:7][C:5]1[N:6]=[C:2]([CH3:1])[NH:3][C:4]=1[CH3:9])[CH3:16]. Reported procedure: A 6.2 gm. portion of 2,5-dimethyl-4-imidazolecarboxaldehyde and 6.24 gm. of ethyl carbazate are reacted as described in Example 32 giving the desired product, m.p. 207.5°-210° C. (resolidifies 248°-252° C.). The reactants are O=C(C=1C=CC=CC1)N(C)C. The reagents and catalysts are O=C(NC=1C=CC=CC1C=2C=NC(=CC2)C3=NC=CC=C3)NC4CCCCC4, O1B(OC(C)(C)C1(C)C)B2OC(C)(C)C(O2)(C)C, C[OH2+].C[OH2+].C1CC=CCCC=C1.C1CC=CCCC=C1.[Ir].[Ir]. The solvent is C=1C=C(C=CC1C)C. Reaction conditions: temperature 25 celsius, time 16 hour. Product: O=C(C=1C=CC=C(C1)B2OC(C)(C)C(O2)(C)C)N(C)C, O=C(C1=CC=C(C=C1)B2OC(C)(C)C(O2)(C)C)N(C)C. Isolated yield 2.0%. Starting materials: O=C([O-])[O-], CN1CCCC1=O, Cn1c(-c2ccccn2)nc(-c2ccc(I)cc2)c1Sc1ccc(Cl)cc1, [Cu]I, [K+], [K+], c1cn[nH]c1. Product: Cn1c(-c2ccccn2)nc(-c2ccc(-n3cccn3)cc2)c1Sc1ccc(Cl)cc1. As a reaction SMILES: [C:33](=[O:34])([O-:35])[O-:36].[CH3:41][N:42]1[CH2:43][CH2:44][CH2:45][C:46]1=[O:47].[Cl:1][c:2]1[cH:3][cH:4][c:5]([S:8][c:9]2[c:10](-[c:21]3[cH:22][cH:23][c:24]([I:27])[cH:25][cH:26]3)[n:11][c:12](-[c:15]3[n:16][cH:17][cH:18][cH:19][cH:20]3)[n:13]2[CH3:14])[cH:6][cH:7]1.[Cu:39][I:40].[K+:37].[K+:38].[nH:28]1[n:29][cH:30][cH:31][cH:32]1>>[Cl:1][c:2]1[cH:3][cH:4][c:5]([S:8][c:9]2[c:10](-[c:21]3[cH:22][cH:23][c:24](-[n:28]4[n:29][cH:30][cH:31][cH:32]4)[cH:25][cH:26]3)[n:11][c:12](-[c:15]3[n:16][cH:17][cH:18][cH:19][cH:20]3)[n:13]2[CH3:14])[cH:6][cH:7]1. Starting materials: COC(CN1N=C(N=N1)NC(=O)C=1SC(=CC1)Cl)=O ({5-[(5-chloro-thiophene-2-carbonyl)-amino]-tetrazol-2-yl}-acetic acid methyl ester), NC1=C(C=C(C=C1)N1C(C=CC=C1)=O)F (1-(4-amino-3-fluoro-phenyl)-1H-pyridin-2-one). Yields the product FC1=C(C=CC(=C1)N1C(C=CC=C1)=O)NC(=O)CN1N=C(N=N1)NC(=O)C=1SC(=CC1)Cl (5-chloro-thiophene-2-carboxylic acid (2-{[2-fluoro-4-(2-oxo-2H-pyridin-1-yl)-phenylcarbamoyl]-methyl}-2H-tetrazol-5-yl)-amide). RXN SMILES: CO[C:3](=[O:19])[CH2:4][N:5]1[N:9]=[N:8][C:7]([NH:10][C:11]([C:13]2[S:14][C:15]([Cl:18])=[CH:16][CH:17]=2)=[O:12])=[N:6]1.[NH2:20][C:21]1[CH:26]=[CH:25][C:24]([N:27]2[CH:32]=[CH:31][CH:30]=[CH:29][C:28]2=[O:33])=[CH:23][C:22]=1[F:34]>>[F:34][C:22]1[CH:23]=[C:24]([N:27]2[CH:32]=[CH:31][CH:30]=[CH:29][C:28]2=[O:33])[CH:25]=[CH:26][C:21]=1[NH:20][C:3]([CH2:4][N:5]1[N:9]=[N:8][C:7]([NH:10][C:11]([C:13]2[S:14][C:15]([Cl:18])=[CH:16][CH:17]=2)=[O:12])=[N:6]1)=[O:19]. Procedure: 63.3 Using general method F, {5-[(5-chloro-thiophene-2-carbonyl)-amino]-tetrazol-2-yl}-acetic acid methyl ester was reacted with 1-(4-amino-3-fluoro-phenyl)-1H-pyridin-2-one (CAS 536747-52-1, prepared according to C. F. Bigge et al., patent application WO 2003045912) to give 5-chloro-thiophene-2-carboxylic acid (2-{[2-fluoro-4-(2-oxo-2H-pyridin-1-yl)-phenylcarbamoyl]-methyl}-2H-tetrazol-5-yl)-amide. Off-white solid. MS 474.3 ([M+H]+)